From a dataset of the Open Reaction Database (ORD), a public repository of structured organic reaction records. describe an organic reaction: reactants, conditions, products, and yield Reactants: CN(CCNN)C (N-[2-(dimethylamino)ethyl]hydrazine), ClC1=CC=C(C=2C(C=3C(=CN=CC3C(C21)=O)OCC2=CC=C(C=C2)OC)=O)F (9-chloro-6-fluoro-4-(p-methoxybenzyloxy) benzo[g]isoquinoline-5,10-dione), Example 29. Run in N1=CC=CC=C1 (pyridine). Run at time 2 hour. Product: ClC1=C2C=3C(=NN(C3C=C1)CCN(C)C)C=1C(=CN=CC1C2=O)OCC2=CC=C(C=C2)OC (5-chloro-2-[2-(dimethylamino)ethyl]-10-(p-methoxybenzyloxy) isoquino[5,6,7-cd]indazole-6(2H)-one). RXN SMILES: [CH3:1][N:2]([CH3:7])[CH2:3][CH2:4][NH:5][NH2:6].[Cl:8][C:9]1[C:22]2[C:21](=[O:23])[C:20]3[CH:19]=[N:18][CH:17]=[C:16]([O:24][CH2:25][C:26]4[CH:31]=[CH:30][C:29]([O:32][CH3:33])=[CH:28][CH:27]=4)[C:15]=3[C:14](=O)[C:13]=2[C:12](F)=[CH:11][CH:10]=1>N1C=CC=CC=1>[Cl:8][C:9]1[CH:10]=[CH:11][C:12]2[N:5]([CH2:4][CH2:3][N:2]([CH3:7])[CH3:1])[N:6]=[C:14]3[C:15]4[C:16]([O:24][CH2:25][C:26]5[CH:27]=[CH:28][C:29]([O:32][CH3:33])=[CH:30][CH:31]=5)=[CH:17][N:18]=[CH:19][C:20]=4[C:21](=[O:23])[C:22]=1[C:13]=23. Procedure details: A solution of N-[2-(dimethylamino)ethyl]hydrazine (8.5 mg) in pyridine (0.5 mL) is added to 9-chloro-6-fluoro-4-(p-methoxybenzyloxy) benzo[g]isoquinoline-5,10-dione of Preparative Example 29 (13 mg) over a period of 2 minutes at 0° C. under a nitrogen blanket and the mixture is stirred for 2 h. The excess pyridine and some excess hydrazine are removed under a nitrogen stream. The residue is placed under vacuum overnight. The product is purified by thick layer chromathography (silica gel, 10 cm b... The reactants are [Br-], [Li]CCCC, C1CCOC1, Cc1cccnc1C(=O)NC(C)(C)C, Fc1ccc(CCl)cc1, [Na+]. Product: CC(C)(C)NC(=O)c1ncccc1CCc1ccc(F)cc1. RXN SMILES: [Br-:21].[CH2:15]([Li:16])[CH2:17][CH2:18][CH3:19].[CH2:31]1[O:32][CH2:33][CH2:34][CH2:35]1.[CH3:1][C:2]([CH3:3])([CH3:4])[NH:5][C:6](=[O:7])[c:8]1[n:9][cH:10][cH:11][cH:12][c:13]1[CH3:14].[F:22][c:23]1[cH:24][cH:25][c:26]([CH2:27][Cl:28])[cH:29][cH:30]1.[Na+:20]>>[CH3:1][C:2]([CH3:3])([CH3:4])[NH:5][C:6](=[O:7])[c:8]1[n:9][cH:10][cH:11][cH:12][c:13]1[CH2:14][CH2:27][c:26]1[cH:25][cH:24][c:23]([F:22])[cH:30][cH:29]1.